Dataset: the Open Reaction Database (ORD), a public repository of structured organic reaction records. Task: describe an organic reaction: reactants, conditions, products, and yield Starting materials: CS(=O)(=O)O, CNO, CCO, CC(C)(C)[O-], Cl, [K+], O=C1c2cc(CCCCO)ccc2OCc2ccsc21. The product is CN(O)CCCCc1ccc2c(c1)C(=O)c1sccc1CO2. As a reaction SMILES: [CH3:11][S:12]([OH:13])(=[O:14])=[O:15].[CH3:2][NH:3][OH:4].[CH3:36][CH2:37][OH:38].[CH3:5][C:6]([CH3:7])([O-:8])[CH3:9].[ClH:1].[K+:10].[O:16]=[C:17]1[c:18]2[c:19]([cH:33][cH:34][s:35]2)[CH2:20][O:21][c:22]2[c:23]1[cH:24][c:25]([CH2:28][CH2:29][CH2:30][CH2:31][OH:32])[cH:26][cH:27]2>>[CH3:2][N:3]([OH:4])[CH2:31][CH2:30][CH2:29][CH2:28][c:25]1[cH:24][c:23]2[c:22]([cH:27][cH:26]1)[O:21][CH2:20][c:19]1[c:18]([s:35][cH:34][cH:33]1)[C:17]2=[O:16]. The reactants are N1=CC=CC=C1 (pyridine), S1C(=CC=C1)S(=O)(=O)Cl (2-thiophenesulfonyl chloride), FC(C(C(CO)N)C(F)(F)F)(F)F (3,3,3-trifluoro-2-(trifluoromethyl)-1-(hydroxymethyl)propylamine). Run in C(Cl)Cl (CH2Cl2), C(Cl)Cl (CH2Cl2). Reaction conditions: temperature 25 celsius. Product: FC(C(C(CO)NS(=O)(=O)C=1SC=CC1)C(F)(F)F)(F)F (thiophene-2-sulfonic acid (3,3,3-trifluoro-1-hydroxymethyl-2-trifluoromethyl-propyl)-amide). Reaction SMILES: [F:1][C:2]([F:13])([F:12])[CH:3]([C:8]([F:11])([F:10])[F:9])[CH:4]([NH2:7])[CH2:5][OH:6].N1C=CC=CC=1.[S:20]1[CH:24]=[CH:23][CH:22]=[C:21]1[S:25](Cl)(=[O:27])=[O:26]>C(Cl)Cl>[F:1][C:2]([F:12])([F:13])[CH:3]([C:8]([F:9])([F:10])[F:11])[CH:4]([NH:7][S:25]([C:21]1[S:20][CH:24]=[CH:23][CH:22]=1)(=[O:27])=[O:26])[CH2:5][OH:6]. Reported procedure: To a solution of 3,3,3-trifluoro-2-(trifluoromethyl)-1-(hydroxymethyl)propylamine (prepared according to the method of Example 28, Part A, 105 mg, 0.5 mmol) in CH2Cl2 (1 mL) was added pyridine (100 μL) and 2-thiophenesulfonyl chloride (90.5 mg, 0.5 mmol) in CH2Cl2 (1 mL). The solution was stirred for about 8 to about 16 h at 25° C. and then concentrated. EtOAc (1 mL) was added and the solution was washed with 1M HCl (1 mL), brine (1 mL), dried over Na2SO4 and concentrated. The crude solid was pu... Reactants: C(C)OC(C=C1CCN(CC1)OC)=O ((1-methoxy-piperidin-4-ylidene)-acetic acid ethyl ester). The reagents and catalysts are [Pd] (Pd/C). Run in CO (methanol). Run at time 2 hour. The product is C(C)OC(CC1CCN(CC1)OC)=O ((1-methoxy-piperidin-4-yl)-acetic acid ethyl ester). As a reaction SMILES: [CH2:1]([O:3][C:4](=[O:14])[CH:5]=[C:6]1[CH2:11][CH2:10][N:9]([O:12][CH3:13])[CH2:8][CH2:7]1)[CH3:2]>CO.[Pd]>[CH2:1]([O:3][C:4](=[O:14])[CH2:5][CH:6]1[CH2:7][CH2:8][N:9]([O:12][CH3:13])[CH2:10][CH2:11]1)[CH3:2]. Reported procedure: To a solution of (1-methoxy-piperidin-4-ylidene)-acetic acid ethyl ester (597 mg, 3 mmol) in 20 ml of methanol was added 10% Pd/C (100 mg). The mixture was hydrogenated for 2 h and filtered. The filtrate was concentrated under reduced pressure to give the crude product, which was directly used in the next step without further purification. Yield: 500 mg of (1-methoxy-piperidin-4-yl)-acetic acid ethyl ester as an oil.